Task: describe an organic reaction: reactants, conditions, products, and yield. Dataset: the Open Reaction Database (ORD), a public repository of structured organic reaction records Run at temperature 90 celsius, time 16 hour. The yield is 56.0%. Solvent: C1(=CC=CC=C1)C (toluene). Reactants: CC(C)([O-])C.[Na+] (sodium t-butoxide), BrC=1C=CC(=NC1)N1C(C2(CC1)CCOCC2)=O (2-(5-bromo-pyridin-2-yl)-8-oxa-2-aza-spiro[4.5]decan-1-one), C[C@@H]1N(CCC1)[C@@H]1CNCC1 ((2S,3′S)-2-Methyl-[1,3′]bipyrrolidinyl), (−)R-BINAP. RXN SMILES: Br[C:2]1[CH:3]=[CH:4][C:5]([N:8]2[CH2:12][CH2:11][C:10]3([CH2:17][CH2:16][O:15][CH2:14][CH2:13]3)[C:9]2=[O:18])=[N:6][CH:7]=1.[CH3:19][C@H:20]1[CH2:24][CH2:23][CH2:22][N:21]1[C@H:25]1[CH2:29][CH2:28][NH:27][CH2:26]1.CC(C)([O-])C.[Na+]>C1C=CC(/C=C/C(/C=C/C2C=CC=CC=2)=O)=CC=1.C1C=CC(/C=C/C(/C=C/C2C=CC=CC=2)=O)=CC=1.C1C=CC(/C=C/C(/C=C/C2C=CC=CC=2)=O)=CC=1.[Pd].[Pd].C1(C)C=CC=CC=1>[CH3:19][C@H:20]1[CH2:24][CH2:23][CH2:22][N:21]1[C@H:25]1[CH2:29][CH2:28][N:27]([C:2]2[CH:3]=[CH:4][C:5]([N:8]3[CH2:12][CH2:11][C:10]4([CH2:17][CH2:16][O:15][CH2:14][CH2:13]4)[C:9]3=[O:18])=[N:6][CH:7]=2)[CH2:26]1 |f:2.3,4.5.6.7.8|. Reagents/catalysts: C=1C=CC(=CC1)/C=C/C(=O)/C=C/C2=CC=CC=C2.C=1C=CC(=CC1)/C=C/C(=O)/C=C/C2=CC=CC=C2.C=1C=CC(=CC1)/C=C/C(=O)/C=C/C2=CC=CC=C2.[Pd].[Pd] (Pd2(dba)3). Product: 0.0349, C[C@@H]1N(CCC1)[C@@H]1CN(CC1)C=1C=CC(=NC1)N1C(C2(CC1)CCOCC2)=O (2-[5-((2S,3′S)-2-Methyl-[1,3′]bipyrrolidinyl-1′-yl)-pyridin-2-yl]-8-oxa-2-aza-spiro[4.5]decan-1-one). Reported procedure: A mixture of 2-(5-bromo-pyridin-2-yl)-8-oxa-2-aza-spiro[4.5]decan-1-one (0.05 g, 0.161 mmol), (2S,3′S)-2-Methyl-[1,3′]bipyrrolidinyl (0.037 g, 0.242 mmol), (−)R-BINAP (0.006 g, 0.01 mmol), and anhydrous toluene (3 mL) was de-gassed and refilled with N2 in three cycles. Pd2(dba)3 (0.003 g, 0.0032 mmol,), and sodium t-butoxide (0.023 g, 0.242 mmol) was then added to the mixture and de-gassed and refilled with N2 in three additional cycles. The reaction mixture was heated and stirred at 90° C. for ... Reactants: Cc1ccccc1, O=Cc1cc(C(F)(F)F)cc(C(F)(F)F)c1, Cn1nnc(N)n1. Yields the product Cn1nnc(NCc2cc(C(F)(F)F)cc(C(F)(F)F)c2)n1. As a reaction SMILES: [CH3:24][c:25]1[cH:26][cH:27][cH:28][cH:29][cH:30]1.[F:1][C:2]([c:3]1[cH:4][c:5]([CH:6]=[O:7])[cH:8][c:9]([C:11]([F:12])([F:13])[F:14])[cH:10]1)([F:15])[F:16].[NH2:17][c:18]1[n:19][n:20][n:21]([CH3:23])[n:22]1>>[F:1][C:2]([c:3]1[cH:4][c:5]([CH2:6][NH:17][c:18]2[n:19][n:20][n:21]([CH3:23])[n:22]2)[cH:8][c:9]([C:11]([F:12])([F:13])[F:14])[cH:10]1)([F:15])[F:16].